This data is from the Open Reaction Database (ORD), a public repository of structured organic reaction records. The task is: describe an organic reaction: reactants, conditions, products, and yield Reported procedure: A solution of [(2R)-3-(2-{2-chloro-6-[7-(dimethylamino)-5-azaspiro[2.4]hept-5-yl]-5-fluoro-4-pyrimidinyl}hydrazino)-2-(cyclopentylmethyl)-3-oxopropyl](tetrahydro-2H-pyran-2-yloxy)formamide (0.0961 g, 0.165 mmol) in 4:1 HOAc-water (5 mL) was stirred for 3 days. The solution was concentrated in vacuo and diluted with DCM (100 mL). The solution was washed with sat. aq. NaHCO3 (25 mL), and the organic phase was dried over anhydrous MgSO4, filtered, and concentrated in vacuo. The residue was purified... The yield is 57.1%. Run in CC(=O)O.O (HOAc water). Reactants: ClC1=NC(=C(C(=N1)NNC([C@@H](CN(C=O)OC1OCCCC1)CC1CCCC1)=O)F)N1CC2(CC2)C(C1)N(C)C ([(2R)-3-(2-{2-chloro-6-[7-(dimethylamino)-5-azaspiro[2.4]hept-5-yl]-5-fluoro-4-pyrimidinyl}hydrazino)-2-(cyclopentylmethyl)-3-oxopropyl](tetrahydro-2H-pyran-2-yloxy)formamide). RXN SMILES: [Cl:1][C:2]1[N:7]=[C:6]([NH:8][NH:9][C:10](=[O:29])[C@H:11]([CH2:23][CH:24]2[CH2:28][CH2:27][CH2:26][CH2:25]2)[CH2:12][N:13]([O:16]C2CCCCO2)[CH:14]=[O:15])[C:5]([F:30])=[C:4]([N:31]2[CH2:37][CH:36]([N:38]([CH3:40])[CH3:39])[C:33]3([CH2:35][CH2:34]3)[CH2:32]2)[N:3]=1>CC(O)=O.O>[Cl:1][C:2]1[N:7]=[C:6]([NH:8][NH:9][C:10](=[O:29])[C@H:11]([CH2:23][CH:24]2[CH2:25][CH2:26][CH2:27][CH2:28]2)[CH2:12][N:13]([OH:16])[CH:14]=[O:15])[C:5]([F:30])=[C:4]([N:31]2[CH2:37][CH:36]([N:38]([CH3:40])[CH3:39])[C:33]3([CH2:35][CH2:34]3)[CH2:32]2)[N:3]=1 |f:1.2|. Yields the product ClC1=NC(=C(C(=N1)NNC([C@@H](CN(C=O)O)CC1CCCC1)=O)F)N1CC2(CC2)C(C1)N(C)C ([(2R)-3-(2-{2-chloro-6-[7-(dimethylamino)-5-azaspiro[2.4]hept-5-yl]-5-fluoro-4-pyrimidinyl}hydrazino)-2-(cyclopentylmethyl)-3-oxopropyl]hydroxyformamide). The reactants are COC(=O)CC(C)C, C1CCOC1, CC(C)N, [Li]CCCC, O=CCCCCc1ccccc1. The product is COC(=O)CC(O)(CCCCc1ccccc1)C(C)C. Reaction SMILES: [C:10]([CH2:11][CH:12]([CH3:13])[CH3:14])(=[O:15])[O:16][CH3:17].[CH2:30]1[O:31][CH2:32][CH2:33][CH2:34]1.[CH3:1][CH:2]([CH3:3])[NH2:4].[CH3:5][CH2:6][CH2:7][CH2:8][Li:9].[c:18]1([CH2:24][CH2:25][CH2:26][CH2:27][CH:28]=[O:29])[cH:19][cH:20][cH:21][cH:22][cH:23]1>>[CH3:1][CH:2]([CH3:3])[C:28]([CH2:11][C:10](=[O:15])[O:16][CH3:17])([CH2:27][CH2:26][CH2:25][CH2:24][c:18]1[cH:19][cH:20][cH:21][cH:22][cH:23]1)[OH:29].